This data is from the Open Reaction Database (ORD), a public repository of structured organic reaction records. The task is: describe an organic reaction: reactants, conditions, products, and yield Reactants: COC=1C=C(CN2CCNCC2)C=C(C1OC)OC (1-(3,4,5-trimethoxybenzyl)piperazine), C([O-])([O-])=O.[K+].[K+] (potassium carbonate), C(C1=CC=CC=C1)(=O)Cl (benzoyl chloride). Solvent: O (water), C(C)(=O)OCC (ethyl acetate), O (water), C(C)(=O)OCC (Ethyl acetate). Product: Cl.C(C1=CC=CC=C1)(=O)N1CCN(CC1)CC1=CC(=C(C(=C1)OC)OC)OC (1-benzoyl-4-(3,4,5-trimethoxybenzyl)piperazine hydrochloride). As a reaction SMILES: [CH3:1][O:2][C:3]1[CH:4]=[C:5]([CH:13]=[C:14]([O:18][CH3:19])[C:15]=1[O:16][CH3:17])[CH2:6][N:7]1[CH2:12][CH2:11][NH:10][CH2:9][CH2:8]1.C(=O)([O-])[O-].[K+].[K+].[C:26]([Cl:34])(=[O:33])[C:27]1[CH:32]=[CH:31][CH:30]=[CH:29][CH:28]=1>O.C(OCC)(=O)C>[ClH:34].[C:26]([N:10]1[CH2:11][CH2:12][N:7]([CH2:6][C:5]2[CH:4]=[C:3]([O:2][CH3:1])[C:15]([O:16][CH3:17])=[C:14]([O:18][CH3:19])[CH:13]=2)[CH2:8][CH2:9]1)(=[O:33])[C:27]1[CH:32]=[CH:31][CH:30]=[CH:29][CH:28]=1 |f:1.2.3,7.8|. Procedure details: To a mixture of 1-(3,4,5-trimethoxybenzyl)piperazine (0.5 g), potassium carbonate (3 g), ethyl acetate (30 ml) and water (20 ml) is added dropwise benzoyl chloride (1 ml) at room temperature with stirring. The mixture is stirred for one hour. Ethyl acetate (100 ml) and water (100 ml) are added to the mixture, followed by extraction. The ethyl acetate layer is separated, washed with water, dried, and concentrated under reduced pressure. The residue is dissolved in ethyl ether (200 ml). To the mix... Reactants: B(Br)(Br)Br (Boron tribromide), COC1=CC=C(C=C1)CCCCCCCCCCCCCC (4-methoxy-1-tetradecyl-benzene), O (water). The solvent is C(Cl)Cl (methylene chloride). Reaction conditions: temperature -78 celsius, time 2 hour. Product: C(CCCCCCCCCCCCC)C1=CC=C(C=C1)O (4-Tetradecylphenol). Yield: 101.7%. Reaction SMILES: B(Br)(Br)Br.C[O:6][C:7]1[CH:12]=[CH:11][C:10]([CH2:13][CH2:14][CH2:15][CH2:16][CH2:17][CH2:18][CH2:19][CH2:20][CH2:21][CH2:22][CH2:23][CH2:24][CH2:25][CH3:26])=[CH:9][CH:8]=1.O>C(Cl)Cl>[CH2:13]([C:10]1[CH:9]=[CH:8][C:7]([OH:6])=[CH:12][CH:11]=1)[CH2:14][CH2:15][CH2:16][CH2:17][CH2:18][CH2:19][CH2:20][CH2:21][CH2:22][CH2:23][CH2:24][CH2:25][CH3:26]. Reported procedure: Boron tribromide was added dropwise, under argon to an about -78° C. solution of about 12.16 g of 4-methoxy-1-tetradecyl-benzene in about 125 ml of methylene chloride. The reaction was stirred for about 21/2 hours at about -78° C., then water was added dropwise, the organic layer separated, washed with sodium bicarbonate solution and evaporated, giving about 11.8 g of the desired title compound, mp 70°-71° C.